From a dataset of the Open Reaction Database (ORD), a public repository of structured organic reaction records. describe an organic reaction: reactants, conditions, products, and yield Starting materials: O (water), C(=C(C)C)C(C#C)(CCCCC)O (3-Isobutenyl-1-octyn-3-ol), O1CCCC1 (tetrahydrofuran), O1CCCC1 (tetrahydrofuran), [N+](=O)([O-])[O-].[K+] (potassium nitrate). Reagents/catalysts: [N+](=O)([O-])[O-].[Ag+] (silver nitrate), [N+](=O)([O-])[O-].[Ag+] (silver nitrate). Run at time 8.5 hour. Product: CC(=C)CC=CC(CCCCC)=O (2-Methyl-1,4-undecadien-6-one). Reaction SMILES: [CH:1]([C:5](O)([CH2:8][CH2:9][CH2:10][CH2:11][CH3:12])C#C)=[C:2]([CH3:4])[CH3:3].O1CC[CH2:16][CH2:15]1.[N+]([O-])([O-])=O.[K+].[OH2:24]>[N+]([O-])([O-])=O.[Ag+]>[CH3:4][C:2]([CH2:1][CH:5]=[CH:8][C:9](=[O:24])[CH2:10][CH2:11][CH2:12][CH2:15][CH3:16])=[CH2:3] |f:2.3,5.6|. Procedure details: 3-Isobutenyl-1-octyn-3-ol (0.180 g; 10-3 mole) is kept at the reflux temperature of tetrahydrofuran and protected from light, in the presence of silver nitrate (0.017 g; 10-4 mole) and potassium nitrate (0.101 g; 10-3 mole) in a mixture (6 cc) of tetrahydrofuran and water (2:1 by volume). After 6 hours of reaction silver nitrate (0.017 g) is again added. Refluxing is continued for another 8.5 hours and the reaction mixture is then treated under the conditions described in Example 1. 2-Methyl-1,4... Reported procedure: Starting from N-(trans-4-aminocyclohexyl)-7-[2-(cyclopropylmethoxy)-5-fluoro-4-methoxyphenyl]-2-methyl-1H-pyrrolo[3,2-b]pyridine-3-carboxamide hydrochloride (example D.f27) and commercially available methoxy-acetyl chloride the title compound is obtained as colorless solid. Reaction SMILES: Cl.[NH2:2][C@H:3]1[CH2:8][CH2:7][C@H:6]([NH:9][C:10]([C:12]2[C:16]3=[N:17][CH:18]=[CH:19][C:20]([C:21]4[CH:26]=[C:25]([F:27])[C:24]([O:28][CH3:29])=[CH:23][C:22]=4[O:30][CH2:31][CH:32]4[CH2:34][CH2:33]4)=[C:15]3[NH:14][C:13]=2[CH3:35])=[O:11])[CH2:5][CH2:4]1.[CH3:36][O:37][CH2:38][C:39](Cl)=[O:40]>>[CH:32]1([CH2:31][O:30][C:22]2[CH:23]=[C:24]([O:28][CH3:29])[C:25]([F:27])=[CH:26][C:21]=2[C:20]2[CH:19]=[CH:18][N:17]=[C:16]3[C:12]([C:10]([NH:9][C@H:6]4[CH2:7][CH2:8][C@H:3]([NH:2][C:39](=[O:40])[CH2:38][O:37][CH3:36])[CH2:4][CH2:5]4)=[O:11])=[C:13]([CH3:35])[NH:14][C:15]=23)[CH2:33][CH2:34]1 |f:0.1|. Product: C1(CC1)COC1=C(C=C(C(=C1)OC)F)C1=C2C(=NC=C1)C(=C(N2)C)C(=O)N[C@@H]2CC[C@H](CC2)NC(COC)=O (7-[2-(Cyclopropylmethoxy)-5-fluoro-4-methoxyphenyl]-N-{trans-4-[(methoxyacetyl)amino]cyclohexyl}-2-methyl-1H-pyrrolo[3,2-b]pyridine-3-carboxamide). The reactants are Cl.N[C@@H]1CC[C@H](CC1)NC(=O)C1=C(NC=2C1=NC=CC2C2=C(C=C(C(=C2)F)OC)OCC2CC2)C (N-(trans-4-aminocyclohexyl)-7-[2-(cyclopropylmethoxy)-5-fluoro-4-methoxyphenyl]-2-methyl-1H-pyrrolo[3,2-b]pyridine-3-carboxamide hydrochloride), COCC(=O)Cl (methoxy-acetyl chloride).